From a dataset of the Open Reaction Database (ORD), a public repository of structured organic reaction records. describe an organic reaction: reactants, conditions, products, and yield Reactants: C[Mg]Br (Methyl magnesium bromide), C(=O)C=1OC2=C(C1)C=CC(=C2)C(=O)OC (Methyl 2-formyl-1-benzofuran-6-carboxylate), ice. Run in C1CCOC1 (THF). Reaction conditions: temperature 0 celsius, time 8 hour. Product: OC(C)C=1OC2=C(C1)C=CC(=C2)C(=O)OC (methyl 2-(1-hydroxyethyl)-1-benzofuran-6-carboxylate). The yield is 51.0%. As a reaction SMILES: [CH:1]([C:3]1[O:4][C:5]2[CH:11]=[C:10]([C:12]([O:14][CH3:15])=[O:13])[CH:9]=[CH:8][C:6]=2[CH:7]=1)=[O:2].[CH3:16][Mg]Br>C1COCC1>[OH:2][CH:1]([C:3]1[O:4][C:5]2[CH:11]=[C:10]([C:12]([O:14][CH3:15])=[O:13])[CH:9]=[CH:8][C:6]=2[CH:7]=1)[CH3:16]. Procedure: Methyl 2-formyl-1-benzofuran-6-carboxylate (750 mg, 3.67 mmol) is dissolved in anhydrous THF (30 ml) in a dry flask under nitrogen and cooled to 0° C. Methyl magnesium bromide (2.6 ml, 3.67 mmol) is added via syringe, and the reaction is stirred overnight, allowing the ice bath to expire. The reaction is quenched with 5% HCl (70 ml) and extracted with CH2Cl2 (3×25 ml). The combined organics are dried (MgSO4), filtered, and concentrated to a yellow oil. The crude material is chromatographed over ... Reactants: [Cl-], O=S(=O)([O-])[O-], O=[N+]([O-])O, Oc1ccccc1. Product: O=[N+]([O-])c1ccccc1O. RXN SMILES: [Cl-:6].[O-:1][S:2](=[O:3])(=[O:4])[O-:5].[OH:14][N+:15]([O-:16])=[O:17].[OH:7][c:8]1[cH:9][cH:10][cH:11][cH:12][cH:13]1>>[OH:7][c:8]1[c:9]([N+:15](=[O:14])[O-:16])[cH:10][cH:11][cH:12][cH:13]1. Reactants: O=C([O-])[O-], CCCCCC, CN1CCC(Oc2ccc(Cl)cc2)C(c2ccccc2)C1, CCOC(=O)Cl, [K+], [K+], c1ccccc1. Product: CCOC(=O)N1CCC(Oc2ccc(Cl)cc2)C(c2ccccc2)C1. As a reaction SMILES: [C:22](=[O:23])([O-:24])[O-:25].[CH3:40][CH2:41][CH2:42][CH2:43][CH2:44][CH3:45].[Cl:1][c:2]1[cH:3][cH:4][c:5]([O:6][CH:7]2[CH:8]([c:14]3[cH:15][cH:16][cH:17][cH:18][cH:19]3)[CH2:9][N:10]([CH3:13])[CH2:11][CH2:12]2)[cH:20][cH:21]1.[Cl:34][C:35](=[O:36])[O:37][CH2:38][CH3:39].[K+:26].[K+:27].[cH:28]1[cH:29][cH:30][cH:31][cH:32][cH:33]1>>[Cl:1][c:2]1[cH:3][cH:4][c:5]([O:6][CH:7]2[CH:8]([c:14]3[cH:15][cH:16][cH:17][cH:18][cH:19]3)[CH2:9][N:10]([C:35](=[O:36])[O:37][CH2:38][CH3:39])[CH2:11][CH2:12]2)[cH:20][cH:21]1. The reactants are NC=1SC(=NN1)SCCCCCCC (2-amino-5-heptylthio-1,3,4-thiadiazole), C(C)OC=CC(=O)OCC (ethyl 3-ethoxypropenoate), polyphosphoric acid. Run at time 30 minute. Yields the product C(CCCCCC)SC1=NN2C(=NC=CC2=O)S1 (2-heptylthio-5H-1,3,4-thiadiazolo[3,2-a]pyrimidin-5-one). Isolated yield 51.2%. As a reaction SMILES: [NH2:1][C:2]1[S:3][C:4]([S:7][CH2:8][CH2:9][CH2:10][CH2:11][CH2:12][CH2:13][CH3:14])=[N:5][N:6]=1.C([O:17][CH:18]=[CH:19][C:20](OCC)=O)C>>[CH2:8]([S:7][C:4]1[S:3][C:2]2=[N:1][CH:20]=[CH:19][C:18](=[O:17])[N:6]2[N:5]=1)[CH2:9][CH2:10][CH2:11][CH2:12][CH2:13][CH3:14]. Procedure: A mixture of 20.1 g of 2-amino-5-heptylthio-1,3,4-thiadiazole, 20.0 g of ethyl 3-ethoxypropenoate and 23 g of polyphosphoric acid was heated to 130°~140° C. and stirred for 30 minutes. The residue obtained by the same procedure as in Preparation Example 13 was purified by silica gel column chromatography using an ethyl acetate/toluene mixture as an eluent. Thus 12.6 g of 2-heptylthio-5H-1,3,4-thiadiazolo[3,2-a]pyrimidin-5-one was obtained. Yield 51%. The reactants are FC1=C(C=CC(=C1)OC)C1CCN(CC1)C(=O)OC(C)(C)C (tert-butyl 4-(2-fluoro-4-methoxyphenyl)piperidine-1-carboxylate), II (iodine). The reagents and catalysts are S(=O)(=O)([O-])[O-].[Ag+2] (silver sulfate). Run in CO (MeOH). Run at time 2 hour. Product: FC1=C(C=C(C(=C1)OC)I)C1CCN(CC1)C(=O)OC(C)(C)C (tert-butyl 4-(2-fluoro-5-iodo-4-methoxyphenyl)piperidine-1-carboxylate). Reaction SMILES: [F:1][C:2]1[CH:7]=[C:6]([O:8][CH3:9])[CH:5]=[CH:4][C:3]=1[CH:10]1[CH2:15][CH2:14][N:13]([C:16]([O:18][C:19]([CH3:22])([CH3:21])[CH3:20])=[O:17])[CH2:12][CH2:11]1.[I:23]I>CO.S([O-])([O-])(=O)=O.[Ag+2]>[F:1][C:2]1[CH:7]=[C:6]([O:8][CH3:9])[C:5]([I:23])=[CH:4][C:3]=1[CH:10]1[CH2:15][CH2:14][N:13]([C:16]([O:18][C:19]([CH3:22])([CH3:21])[CH3:20])=[O:17])[CH2:12][CH2:11]1 |f:3.4|. Procedure details: A stirred mixture of tert-butyl 4-(2-fluoro-4-methoxyphenyl)piperidine-1-carboxylate (Step A; 255 mg; 0.825 mmol) in MeOH. (15 mL) was treated with iodine (345 mg; 1.107 mmol) and silver sulfate (281 mg; 1.107 mmol). The reaction was stirred at room temperature for 2 h. The reaction was filtered through Celite and the filtrate was concentrated in vacuo. The residue was redissolved in ether (50 mL) and washed with H2O (50 mL). The aqueous layer was extracted with ether (3×50 mL) and the combined ... The reactants are [N+](=O)([O-])C=1C=C(C=CC1)NC(OC(C)(C)C)=O (tert-butyl (3-nitrophenyl)carbamate). Reagents/catalysts: catalyst, [Pd] (Pd/C). Run in CO (MeOH). Reaction conditions: time 8 hour. The product is NC=1C=C(C=CC1)NC(OC(C)(C)C)=O (tert-butyl (3-aminophenyl)carbamate). The yield is 80.8%. RXN SMILES: [N+:1]([C:4]1[CH:5]=[C:6]([NH:10][C:11](=[O:17])[O:12][C:13]([CH3:16])([CH3:15])[CH3:14])[CH:7]=[CH:8][CH:9]=1)([O-])=O>CO.[Pd]>[NH2:1][C:4]1[CH:5]=[C:6]([NH:10][C:11](=[O:17])[O:12][C:13]([CH3:15])([CH3:14])[CH3:16])[CH:7]=[CH:8][CH:9]=1. Reported procedure: To a solution of tert-butyl (3-nitrophenyl)carbamate (10.75 g, 45.12 mmol) in MeOH (150 mL) was added catalyst 10% Pd/C (0.48 g). The reaction mixture was stirred at rt under H2 overnight, and filtered. The filtrate was concentrated in vacuo. The residue was purified by a silica gel column chromatography (PE/EtOAc (V/V)=4:1) to give the title compound as a pale yellow solid (7.59 g, 81%). The reactants are COc1ccc(P2(=S)SP(=S)(c3ccc(OC)cc3)S2)cc1, Cc1ccccc1, NC(=O)c1ccc(C(F)(F)F)cc1. Product: NC(=S)c1ccc(C(F)(F)F)cc1. Reaction SMILES: [CH3:14][O:15][c:16]1[cH:17][cH:18][c:19]([P:20]2(=[S:23])[S:21][P:22]([c:24]3[cH:25][cH:26][c:27]([O:28][CH3:29])[cH:30][cH:31]3)(=[S:32])[S:33]2)[cH:34][cH:35]1.[CH3:36][c:37]1[cH:38][cH:39][cH:40][cH:41][cH:42]1.[F:1][C:2]([c:3]1[cH:4][cH:5][c:6]([C:7](=[O:8])[NH2:9])[cH:10][cH:11]1)([F:12])[F:13]>>[F:1][C:2]([c:3]1[cH:4][cH:5][c:6]([C:7]([NH2:9])=[S:23])[cH:10][cH:11]1)([F:12])[F:13]. The reactants are P(=O)(Cl)(Cl)Cl (Phosphorus oxychloride), CN(C=O)C (N,N-dimethylformamide), OC1=NC=C(C(=O)N)C=C1[N+](=O)[O-] (6-hydroxy-5-nitronicotinamide). Solvent: O (Water). Conditions: time 15 minute. Yields the product C(#N)C=1C=C(C(=NC1)O)[N+](=O)[O-] (5-cyano-2-hydroxy-3-nitropyridine). Yield: 71.8%. As a reaction SMILES: P(Cl)(Cl)(Cl)=O.CN(C)C=O.[OH:11][C:12]1[C:20]([N+:21]([O-:23])=[O:22])=[CH:19][C:15]([C:16]([NH2:18])=O)=[CH:14][N:13]=1>O>[C:16]([C:15]1[CH:19]=[C:20]([N+:21]([O-:23])=[O:22])[C:12]([OH:11])=[N:13][CH:14]=1)#[N:18]. Reported procedure: Phosphorus oxychloride (2.99 mL) was added dropwise to N,N-dimethylformamide (49 mL) at 0° C., and the mixture was stirred at the same temperature for 15 minutes. Then 6-hydroxy-5-nitronicotinamide (4.9 g) was added portionwise to the mixture, and the reaction mixture was stirred at 50° C. for an hour. Water was added to the reaction mixture at 0° C., and the resulting precipitate was collected by filtration in vacuo. The obtained solid was washed with water to give 5-cyano-2-hydroxy-3-nitropyri...